Dataset: the Open Reaction Database (ORD), a public repository of structured organic reaction records. Task: describe an organic reaction: reactants, conditions, products, and yield Reactants: CS(C)=O, Cc1cccc(O)c1, O=Cc1ccc(F)cc1. Yields the product Cc1cccc(Oc2ccc(C=O)cc2)c1. Reaction SMILES: [CH3:18][S:19]([CH3:20])=[O:21].[CH3:1][c:2]1[cH:3][cH:4][cH:5][c:6]([OH:7])[cH:8]1.[F:9][c:10]1[cH:11][cH:12][c:13]([CH:14]=[O:15])[cH:16][cH:17]1>>[CH3:1][c:2]1[cH:3][cH:4][cH:5][c:6]([O:7][c:10]2[cH:11][cH:12][c:13]([CH:14]=[O:15])[cH:16][cH:17]2)[cH:8]1. As a reaction SMILES: Cl[C:2]([O:4][C:5]1[CH:10]=[CH:9][C:8]([O:11][C:12]2[CH:17]=[CH:16][C:15]([C:18]([F:21])([F:20])[F:19])=[CH:14][N:13]=2)=[CH:7][CH:6]=1)=[O:3].[NH2:22][CH2:23][CH:24]1[CH2:29][CH2:28][NH:27][CH2:26][CH2:25]1>>[F:19][C:18]([F:21])([F:20])[C:15]1[CH:16]=[CH:17][C:12]([O:11][C:8]2[CH:9]=[CH:10][C:5]([O:4][C:2]([N:27]3[CH2:28][CH2:29][CH:24]([CH2:23][NH2:22])[CH2:25][CH2:26]3)=[O:3])=[CH:6][CH:7]=2)=[N:13][CH:14]=1. Procedure: The title compound was prepared from 4-(5-trifluoromethyl-pyridin-2-yloxy)-phenyl chloroformate and 4-aminomethylpiperidine. The crude product was purified by preparative HPLC (Method C) (32%, off-white crystals). HPLC-MS m/z=396.1 (M+1), Rt: 2.65 min. purity: 86%. Reactants: ClC(=O)OC1=CC=C(C=C1)OC1=NC=C(C=C1)C(F)(F)F (4-(5-trifluoromethyl-pyridin-2-yloxy)-phenyl chloroformate), NCC1CCNCC1 (4-aminomethylpiperidine). Product: FC(C=1C=CC(=NC1)OC1=CC=C(C=C1)OC(=O)N1CCC(CC1)CN)(F)F (4-Aminomethyl-piperidine-1-carboxylic acid 4-(5-trifluoromethyl-pyridin-2-yloxy)-phenyl ester). Reactants: ClC(COC(=O)NC1=NOC=C1)(Cl)Cl (3-(2,2,2-trichloroethyloxycarbonylamino)isoxazole), OC[C@H]1CN(C(O1)=O)C1=CC(=C(C=C1)C1=CCN(CC1)CC1=CC=CC=C1)F (5(R)-hydroxymethyl-3-(3-fluoro-4-(1-benzyl-1,2,5,6-tetrahydropyrid-4-yl)phenyl)oxazolidin-2-one), C(CCC)P(CCCC)CCCC (tributylphosphine), N(=NC(=O)N1CCCCC1)C(=O)N1CCCCC1 (1,1′-(azodicarbonyl)dipiperidine). The solvent is O1CCCC1 (tetrahydrofuran), O1CCCC1 (tetrahydrofuran). Conditions: temperature 0 celsius, time 30 minute. Product: O1N=C(C=C1)N(C(=O)OCC(Cl)(Cl)Cl)C[C@H]1CN(C(O1)=O)C1=CC(=C(C=C1)C1=CCN(CC1)CC1=CC=CC=C1)F (5(R)-[N-Isoxazol-3-yl-N-(2,2,2-trichloroethyloxycarbonyl)aminomethyl]-3-[3-fluoro-4-(1-benzyl-1,2,5,6-tetrahydropyrid-4-yl)phenyl]oxazolidin-2-one), solid. The yield is 52.0%. As a reaction SMILES: [Cl:1][C:2]([Cl:14])([Cl:13])[CH2:3][O:4][C:5]([NH:7][C:8]1[CH:12]=[CH:11][O:10][N:9]=1)=[O:6].O[CH2:16][C@@H:17]1[O:21][C:20](=[O:22])[N:19]([C:23]2[CH:28]=[CH:27][C:26]([C:29]3[CH2:34][CH2:33][N:32]([CH2:35][C:36]4[CH:41]=[CH:40][CH:39]=[CH:38][CH:37]=4)[CH2:31][CH:30]=3)=[C:25]([F:42])[CH:24]=2)[CH2:18]1.C(P(CCCC)CCCC)CCC.N(C(N1CCCCC1)=O)=NC(N1CCCCC1)=O>O1CCCC1>[O:10]1[CH:11]=[CH:12][C:8]([N:7]([CH2:16][C@@H:17]2[O:21][C:20](=[O:22])[N:19]([C:23]3[CH:28]=[CH:27][C:26]([C:29]4[CH2:34][CH2:33][N:32]([CH2:35][C:36]5[CH:41]=[CH:40][CH:39]=[CH:38][CH:37]=5)[CH2:31][CH:30]=4)=[C:25]([F:42])[CH:24]=3)[CH2:18]2)[C:5]([O:4][CH2:3][C:2]([Cl:1])([Cl:13])[Cl:14])=[O:6])=[N:9]1. Procedure: To a stirred solution of 3-(2,2,2-trichloroethyloxycarbonylamino)isoxazole (1.30 g, 5.0 mmol), 5(R)-hydroxymethyl-3-(3-fluoro-4-(1-benzyl-1,2,5,6-tetrahydropyrid-4-yl)phenyl)oxazolidin-2-one (WO 97/30995; 1.91 g, 5.0 mmol) and tributylphosphine (1.52 g, 7.5 mmol) in dry tetrahydrofuran (50 ml) under a nitrogen atmosphere at 0° C., was added 1,1′-(azodicarbonyl)dipiperidine (1.89 g, 7.5 mmol) in dry tetrahydrofuran (15 ml). The solution was stirred at 0° C. for 30 minutes before being allowed to ... Reaction SMILES: [CH:1]([C:3]1[C:4]([O:19][CH3:20])=[C:5]([CH:16]=[CH:17][CH:18]=1)[O:6][C:7]1[N:14]=[C:13]([CH3:15])[CH:12]=[CH:11][C:8]=1[C:9]#[N:10])=O.CN.[C:23]([BH3-])#[N:24].[Na+].[C:27]([OH:34])(=[O:33])/[CH:28]=[CH:29]/[C:30]([OH:32])=[O:31]>C(O)(=O)C.CO>[C:27]([OH:34])(=[O:33])/[CH:28]=[CH:29]/[C:30]([OH:32])=[O:31].[CH3:20][O:19][C:4]1[C:3]([CH2:1][NH:24][CH3:23])=[CH:18][CH:17]=[CH:16][C:5]=1[O:6][C:7]1[N:14]=[C:13]([CH3:15])[CH:12]=[CH:11][C:8]=1[C:9]#[N:10] |f:2.3,5.6,7.8|. Yield: 41.0%. Starting materials: C(\C=C\C(=O)O)(=O)O (fumaric acid), C(=O)C=1C(=C(OC2=C(C#N)C=CC(=N2)C)C=CC1)OC (2-(3-Formyl-2-methoxy-phenoxy)-6-methyl-nicotinonitrile), CN (methylamine), C(#N)[BH3-].[Na+] (sodium cyanoborohydride). Procedure: 2-(3-Formyl-2-methoxy-phenoxy)-6-methyl-nicotinonitrile (0.30 g, 1.1 mmol), methylamine (2M in methanol, 3.0 mL, 6.0 mmol) and sodium cyanoborohydride (90 mg, 1.4 mmol) were stirred at ambient temperature in a 1% acetic acid/methanol solution (50 mL) for 20 h. The solvent was removed in vacuo. The residue was treated with 10% sodium carbonate solution and extracted with ethyl acetate. The ethyl acetate layer was separated and fumaric acid (0.13 g, 1.1 mmol) was added. After the solvent was remov... Product: C(\C=C\C(=O)O)(=O)O.COC1=C(OC2=C(C#N)C=CC(=N2)C)C=CC=C1CNC (2-(2-methoxy-3-methylaminomethyl-phenoxy)-6-methyl-nicotinonitrile fumarate). The solvent is C(C)(=O)O.CO (acetic acid methanol). Starting materials: O=C([O-])O, Cl, [Na+], CCOC(=O)C(C(=O)OCC)C(C)Cc1ccncc1. Product: CC(Cc1ccncc1)C(=O)O. RXN SMILES: [C:21]([O-:22])([OH:23])=[O:24].[ClH:26].[Na+:25].[n:1]1[cH:2][cH:3][c:4]([CH2:7][CH:8]([CH3:9])[CH:10]([C:11]([O:12][CH2:13][CH3:14])=[O:15])[C:16]([O:17][CH2:18][CH3:19])=[O:20])[cH:5][cH:6]1>>[n:1]1[cH:2][cH:3][c:4]([CH2:7][CH:8]([CH3:9])[C:21]([OH:22])=[O:24])[cH:5][cH:6]1.